This data is from the Open Reaction Database (ORD), a public repository of structured organic reaction records. The task is: describe an organic reaction: reactants, conditions, products, and yield The reactants are C(C1=CC=CC=C1)OC(=O)N[C@](CCC(=O)N[C@H](CCC(=O)OC(C)(C)C)C1=NN=NN1)(C(=O)O)C(C)(C)C (tert-butyl (4R)-4-{N-[N-(benzyloxycarbonyl)-αtert-butyl-(S)-γ-glutamyl]amino}-4-(tetrazol-5-yl)butyrate). Reagents/catalysts: [Pd] (Pd-C), [Pd] (Pd-C). The solvent is C(C)O (ethanol). Conditions: time 6 hour. Product: C(C)(C)(C)[C@@](N)(CCC(=O)N[C@H](CCC(=O)OC(C)(C)C)C1=NN=NN1)C(=O)O (tert-butyl (4R)-4-[N-(α-tert-butyl-(S)-γ-glutamyl)amino]-4-(tetrazol-5-yl)butyrate). RXN SMILES: C(OC([NH:11][C@@:12]([C:36]([CH3:39])([CH3:38])[CH3:37])([C:33]([OH:35])=[O:34])[CH2:13][CH2:14][C:15]([NH:17][C@@H:18]([C:28]1[NH:32][N:31]=[N:30][N:29]=1)[CH2:19][CH2:20][C:21]([O:23][C:24]([CH3:27])([CH3:26])[CH3:25])=[O:22])=[O:16])=O)C1C=CC=CC=1>C(O)C.[Pd]>[C:36]([C@:12]([C:33]([OH:35])=[O:34])([CH2:13][CH2:14][C:15]([NH:17][C@@H:18]([C:28]1[NH:32][N:31]=[N:30][N:29]=1)[CH2:19][CH2:20][C:21]([O:23][C:24]([CH3:25])([CH3:26])[CH3:27])=[O:22])=[O:16])[NH2:11])([CH3:37])([CH3:38])[CH3:39]. Reported procedure: A solution of tert-butyl (4R)-4-{N-[N-(benzyloxycarbonyl)-αtert-butyl-(S)-γ-glutamyl]amino}-4-(tetrazol-5-yl)butyrate (0.320 g, 0.585 mmol) in ethanol (35 ml) was stirred with 10% Pd-C. (0.12 g) under a hydrogen atmosphere at ambient temperature. After 16 hours further 10% Pd-C. (0.09 g) was added and the mixture was stirred under hydrogen for a further 6 hours. It was then filtered through Celite and the filtrate was evaporated. Several portions of dichloromethane were added and evaporated to l... Starting materials: [BH4-] (borohydride), N1=CC(=CC=C1)C=C1N2CCC(C1=O)CC2 (2-((3-Pyridyl)methylene)-1-azabicyclo[2.2.2]octan-3-one), CC(=O)C (acetone), [BH4-].[Na+] (sodium borohydride). Run in CO (methanol). Yields the product N1=CC(=CC=C1)C=C1N2CCC(C1O)CC2 (2-((3-pyridyl)methylene)-1-azabicyclo[2.2.2]octan-3-ol). Reaction SMILES: [N:1]1[CH:6]=[CH:5][CH:4]=[C:3]([CH:7]=[C:8]2[C:13](=[O:14])[CH:12]3[CH2:15][CH2:16][N:9]2[CH2:10][CH2:11]3)[CH:2]=1.[BH4-].[Na+].CC(C)=O.[BH4-]>CO>[N:1]1[CH:6]=[CH:5][CH:4]=[C:3]([CH:7]=[C:8]2[CH:13]([OH:14])[CH:12]3[CH2:11][CH2:10][N:9]2[CH2:16][CH2:15]3)[CH:2]=1 |f:1.2|. Reported procedure: Quinuclidin-3-one hydrochloride (4.6 g, 28.3 mmol) and powdered anhydrous potassium hydroxide (2.1 g, 37.2 mmol) were dissolved in methanol (25 ml) and stirred for 15 mins. Pyridine-3-carboxaldehyde (3.2 g, 29.5 mmol) was then added in one portion and the mixture was stirred for an additional 20 hrs. The reaction mixture was then diluted with 40 m water and cooled to 0° C. yielding 2-((3-pyridyl)methylene)-1-azabicyclo[2.2.2]octan-3-one as a yellow precipitate, which was collected, washed with d...